From a dataset of the Open Reaction Database (ORD), a public repository of structured organic reaction records. describe an organic reaction: reactants, conditions, products, and yield Reactants: CC(C)(C)OC(=O)OC(C)(C)C, CCOC(=O)c1cc2c([nH]1)CN(C(C)=O)CC2, CCOCC, CN(C)C=O, [H-], [Na+]. Product: CCOC(=O)c1cc2c(n1C(=O)OC(C)(C)C)CN(C(C)=O)CC2. RXN SMILES: [C:25]([CH3:26])([CH3:27])([CH3:28])[O:29][C:30]([O:31][C:33]([CH3:34])([CH3:35])[CH3:36])=[O:32].[CH2:8]([CH3:9])[O:10][C:11](=[O:12])[c:13]1[nH:14][c:15]2[c:20]([cH:21]1)[CH2:19][CH2:18][N:17]([C:22]([CH3:23])=[O:24])[CH2:16]2.[CH3:1][CH2:2][O:3][CH2:4][CH3:5].[CH3:37][N:38]([CH3:39])[CH:40]=[O:41].[H-:6].[Na+:7]>>[CH2:8]([CH3:9])[O:10][C:11](=[O:12])[c:13]1[n:14]([C:30]([O:29][C:25]([CH3:26])([CH3:27])[CH3:28])=[O:31])[c:15]2[c:20]([cH:21]1)[CH2:19][CH2:18][N:17]([C:22]([CH3:23])=[O:24])[CH2:16]2.